This data is from the Open Reaction Database (ORD), a public repository of structured organic reaction records. The task is: describe an organic reaction: reactants, conditions, products, and yield Starting materials: ClC=1C=CC(=NC1)N1CCN(CC1)C(=O)OC(C)(C)C (Tert-butyl 4-(5-chloropyridin-2-yl)piperazine-1-carboxylate), FC(C(=O)O)(F)F (trifluoroacetic acid). Reaction conditions: time 2 hour. Product: ClC=1C=CC(=NC1)N1CCNCC1 (1-(5-Chloropyridin-2-yl)piperazine). Reaction SMILES: [Cl:1][C:2]1[CH:3]=[CH:4][C:5]([N:8]2[CH2:13][CH2:12][N:11](C(OC(C)(C)C)=O)[CH2:10][CH2:9]2)=[N:6][CH:7]=1.FC(F)(F)C(O)=O>>[Cl:1][C:2]1[CH:3]=[CH:4][C:5]([N:8]2[CH2:9][CH2:10][NH:11][CH2:12][CH2:13]2)=[N:6][CH:7]=1. Yield: 99.2%. Procedure: Tert-butyl 4-(5-chloropyridin-2-yl)piperazine-1-carboxylate (170 mg, 0.571 mmol) was dissolved in MC (3 ml), followed by addition of trifluoroacetic acid (3 ml), and then the resulting mixture was stirred at room temperature for 2 hours. The resulting reaction liquid was concentrated under reduced pressure, followed by addition of a saturated aqueous NaHCO3 solution (15 ml), and extracted with MC (15 ml×3). The organic layer was dried over anhydrous sodium sulfate, followed by filtration, concen...